describe an organic reaction: reactants, conditions, products, and yield From a dataset of the Open Reaction Database (ORD), a public repository of structured organic reaction records. Starting materials: N#Cc1nn(-c2c(Cl)cc(C(F)(F)F)cc2Cl)c(C=O)c1SC(F)(F)F, CCOCC, Cl, [Cu]I, [Li]C. Yields the product CC(O)c1c(SC(F)(F)F)c(C#N)nn1-c1c(Cl)cc(C(F)(F)F)cc1Cl. RXN SMILES: [C:3](#[N:4])[c:5]1[n:6][n:7](-[c:17]2[c:18]([Cl:28])[cH:19][c:20]([C:24]([F:25])([F:26])[F:27])[cH:21][c:22]2[Cl:23])[c:8]([CH:15]=[O:16])[c:9]1[S:10][C:11]([F:12])([F:13])[F:14].[CH3:30][CH2:31][O:32][CH2:33][CH3:34].[ClH:29].[Cu:35][I:36].[Li:1][CH3:2]>>[CH3:2][CH:15]([c:8]1[n:7](-[c:17]2[c:18]([Cl:28])[cH:19][c:20]([C:24]([F:25])([F:26])[F:27])[cH:21][c:22]2[Cl:23])[n:6][c:5]([C:3]#[N:4])[c:9]1[S:10][C:11]([F:12])([F:13])[F:14])[OH:16].